Dataset: the Open Reaction Database (ORD), a public repository of structured organic reaction records. Task: describe an organic reaction: reactants, conditions, products, and yield The product is COC1=CC=C(NCCC(=O)O)C=C1 (3-(4-Methoxyanilino)propionic acid). The solvent is O (water). Reported procedure: 3-(4-Methoxyanilino)propionic acid is prepared in a manner similar to that described in Example 1 but starting from p-anisidine (61 g; 0.495 mole), acrylic acid (9.5 g; 0.132 mole) and water (12 cc). After recrystallisation in toluene, the pure product (11.7 g; 0.060 mole) is obtained in the form of a white powder which melts at 89° C. Reaction SMILES: [CH3:1][O:2][C:3]1[CH:8]=[CH:7][C:6]([NH2:9])=[CH:5][CH:4]=1.[C:10]([OH:14])(=[O:13])[CH:11]=[CH2:12]>O>[CH3:1][O:2][C:3]1[CH:8]=[CH:7][C:6]([NH:9][CH2:12][CH2:11][C:10]([OH:14])=[O:13])=[CH:5][CH:4]=1. Reactants: COC1=CC=C(C=C1)N (p-anisidine), C(C=C)(=O)O (acrylic acid). The reactants are [OH-].[Na+] (Sodium hydroxide), COC([C@@H]([C@H](CC1=CC=CC=C1)NC(=O)C1=CC=2C(=CN=C(C2)Cl)N1)O)=O ((S)-3-[(5-Chloro-1H-pyrrolo[2,3-c]pyridine-2-carbonyl)amino]-(R)-2-hydroxy-4-phenylbutyric acid methyl ester). Run in CO (methanol). Conditions: time 24 hour. Yields the product ClC=1C=C2C(=CN1)NC(=C2)C(=O)N[C@H]([C@H](C(=O)O)O)CC2=CC=CC=C2 ((S)-3-[(5-Chloro-1H-pyrrolo[2,3-c]pyridine-2-carbonyl)amino]-(R)-2-hydroxy-4-phenylbutyric acid). As a reaction SMILES: [OH-].[Na+].C[O:4][C:5](=[O:29])[C@H:6]([OH:28])[C@@H:7]([NH:15][C:16]([C:18]1[NH:27][C:21]2=[CH:22][N:23]=[C:24]([Cl:26])[CH:25]=[C:20]2[CH:19]=1)=[O:17])[CH2:8][C:9]1[CH:14]=[CH:13][CH:12]=[CH:11][CH:10]=1>CO>[Cl:26][C:24]1[CH:25]=[C:20]2[CH:19]=[C:18]([C:16]([NH:15][C@@H:7]([CH2:8][C:9]3[CH:10]=[CH:11][CH:12]=[CH:13][CH:14]=3)[C@@H:6]([OH:28])[C:5]([OH:29])=[O:4])=[O:17])[NH:27][C:21]2=[CH:22][N:23]=1 |f:0.1|. Procedure details: Sodium hydroxide solution (0.24 mL, 2M, 0.48 mmol) was added to a solution of (S)-3-[(5-chloro-1H-pyrrolo[2,3-c]pyridine-2-carbonyl)amino]-(R)-2-hydroxy-4-phenylbutyric acid methyl ester (EXAMPLE 43, 170 mg, 0.44 mmol) in methanol (5 mL) and the reaction stirred at rt for 24 h. The solvent was removed in vacuo and the residue partitioned between hydrochloric acid (1N, 30 mL) and ethyl acetate (3×3 mL). The combined organic fractions were dried (MgSO4) and concentrated in vacuo to give the title ...